This data is from the Open Reaction Database (ORD), a public repository of structured organic reaction records. The task is: describe an organic reaction: reactants, conditions, products, and yield Reactants: N1N=CC(=C1)C1=NC(=CC=2N1C=CN2)C2=CC=C(C=C2)N2CCOCC2 (4-(4-(5-(1H-Pyrazol-4-yl)imidazo[1,2-c]pyrimidin-7-yl)phenyl)morpholine), C1(CCCC1)C=CC#N (3-cyclopentylacrylonitrile), N=1CCCN2C1CCCCC2 (2,3,4,6,7,8,9,10-octahydropyrimido[1,2-a]azepine). Run in CN(C)C=O (DMF). Yields the product C1(CCCC1)C(CC#N)N1N=CC(=C1)C1=NC(=CC=2N1C=CN2)C2=CC=C(C=C2)N2CCOCC2 (3-cyclopentyl-3-(4-(7-(4-morpholinophenyl)imidazo[1,2-c]pyrimidin-5-yl)-1H-pyrazol-1-yl)propanenitrile). Yield: 46.9%. Reaction SMILES: [NH:1]1[CH:5]=[C:4]([C:6]2[N:11]3[CH:12]=[CH:13][N:14]=[C:10]3[CH:9]=[C:8]([C:15]3[CH:20]=[CH:19][C:18]([N:21]4[CH2:26][CH2:25][O:24][CH2:23][CH2:22]4)=[CH:17][CH:16]=3)[N:7]=2)[CH:3]=[N:2]1.[CH:27]1([CH:32]=[CH:33][C:34]#[N:35])[CH2:31][CH2:30][CH2:29][CH2:28]1.N1CCCN2CCCCCC=12>CN(C=O)C>[CH:27]1([CH:32]([N:1]2[CH:5]=[C:4]([C:6]3[N:11]4[CH:12]=[CH:13][N:14]=[C:10]4[CH:9]=[C:8]([C:15]4[CH:20]=[CH:19][C:18]([N:21]5[CH2:26][CH2:25][O:24][CH2:23][CH2:22]5)=[CH:17][CH:16]=4)[N:7]=3)[CH:3]=[N:2]2)[CH2:33][C:34]#[N:35])[CH2:31][CH2:30][CH2:29][CH2:28]1. Reported procedure: 4-(4-(5-(1H-Pyrazol-4-yl)imidazo[1,2-c]pyrimidin-7-yl)phenyl)morpholine (0.0300 g, 0.0866 mmol) and 3-cyclopentylaerylonitrile (Table 1, compound g; 0.0175 g, 0.144 mmol) were suspended in DMF (3 mL) and 2,3,4,6,7,8,9,10-octahydropyrimido[1,2-a]azepine (0.0324 mL, 0.217 mmol) added in one portion. The reaction mixture was stirred at ambient temperature over the weekend. The reaction mixture was partitioned between saturated aqueous 1 N NaOH and EtOAc. The solids were isolated by filtration. The ...